Task: describe an organic reaction: reactants, conditions, products, and yield. Dataset: the Open Reaction Database (ORD), a public repository of structured organic reaction records The reactants are VIII, C(C)OC(=O)NC(CC1CCC1)C(=O)OC (Methyl Ethoxycarbonyl-3-cyclobutyl-DL-alaninate), [OH-].[Na+] (NaOH), O (water). Run in C1=CC=CC=C1 (benzene). Run at time 3 hour. Product: C(C)OC(=O)N[C@@H](CC1CCC1)C(=O)O (ethoxy-carbonyl-3-cyclobutyl-L-alanine). As a reaction SMILES: [CH2:1]([O:3][C:4]([NH:6][CH:7]([C:13]([O:15]C)=[O:14])[CH2:8][CH:9]1[CH2:12][CH2:11][CH2:10]1)=[O:5])[CH3:2].O.[OH-].[Na+]>C1C=CC=CC=1>[CH2:1]([O:3][C:4]([NH:6][C@H:7]([C:13]([OH:15])=[O:14])[CH2:8][CH:9]1[CH2:10][CH2:11][CH2:12]1)=[O:5])[CH3:2] |f:2.3|. Procedure details: 10.8 g (47 mmol) of methyl ethoxycarbonyl-3-cyclobutyl-DL-alaninate (synthesised in Step B) is dissolved in 20 ml of benzene in the 250 ml vessel of the titrator. 100 ml of water is added and the pH of the solution is adjusted to 7.5 with 1M NaOH under stirring. 40 mg of enzyme [Subtilisin Carlsberg, Protease, Type VIII (Sigma)] is added, the pH readjusted to 7.5 and kept at this value during titration. The enzymatic hydrolysis is complete in 3 hours. The phases are separated. From the aqueous p... Reactants: CC(C)OC(N[C@@H]1C[C@@H](N(C2=CC=C(C=C12)C1=CC=C(C=C1)C=O)C(C)=O)C)=O (1-methylethyl[(cis)-1-acetyl-6-(4-formylphenyl)-2-methyl-1,2,3,4-tetrahydro-4-quinolinyl]carbamate), C(C)(=O)OCC (ethyl acetate), C(C)(=O)O[BH-](OC(C)=O)OC(C)=O.[Na+] (sodium triacetoxyborohydride), Intermediate 7, N1(CCNCC1)C(=O)OC(C)(C)C (tert-butyl 1 piperazinecarboxylate). The solvent is CCCC(C)C (iso-hexane), ClCCl (DCM), ClCCl (Dichloromethane). Product: C(C)(=O)N1[C@H](C[C@H](C2=CC(=CC=C12)C1=CC=C(C=C1)CN1CCN(CC1)C(=O)OC(C)(C)C)NC(=O)OC(C)C)C (1,1-dimethylethyl 4-({4-[(cis)-1-acetyl-2-methyl-4-({[(1-methylethyl)oxy]carbonyl}amino)-1,2,3,4-tetrahydro-6-quinolinyl]phenyl}methyl)-1-piperazinecarboxylate). RXN SMILES: [CH3:1][CH:2]([O:4][C:5](=[O:29])[NH:6][C@H:7]1[C:16]2[C:11](=[CH:12][CH:13]=[C:14]([C:17]3[CH:22]=[CH:21][C:20]([CH:23]=O)=[CH:19][CH:18]=3)[CH:15]=2)[N:10]([C:25](=[O:27])[CH3:26])[C@@H:9]([CH3:28])[CH2:8]1)[CH3:3].[N:30]1([C:36]([O:38][C:39]([CH3:42])([CH3:41])[CH3:40])=[O:37])[CH2:35][CH2:34][NH:33][CH2:32][CH2:31]1.C(O[BH-](OC(=O)C)OC(=O)C)(=O)C.[Na+].C(OCC)(=O)C>ClCCl.CCCC(C)C>[C:25]([N:10]1[C:11]2[C:16](=[CH:15][C:14]([C:17]3[CH:22]=[CH:21][C:20]([CH2:23][N:33]4[CH2:34][CH2:35][N:30]([C:36]([O:38][C:39]([CH3:42])([CH3:41])[CH3:40])=[O:37])[CH2:31][CH2:32]4)=[CH:19][CH:18]=3)=[CH:13][CH:12]=2)[C@H:7]([NH:6][C:5]([O:4][CH:2]([CH3:3])[CH3:1])=[O:29])[CH2:8][C@@H:9]1[CH3:28])(=[O:27])[CH3:26] |f:2.3|. Reported procedure: 1-methylethyl[(cis)-1-acetyl-6-(4-formylphenyl)-2-methyl-1,2,3,4-tetrahydro-4-quinolinyl]carbamate (for a preparation see Intermediate 7) (95 mg, 0.241 mmol) was dissolved in Dichloromethane (DCM) (2 mL) and to this was added tert-butyl 1 piperazinecarboxylate (67.3 mg, 0.361 mmol) as a solid and the resulting solution stirred under nitrogen for 40 min. sodium triacetoxyborohydride (66.4 mg, 0.313 mmol) was added and stirred as a suspension over the weekend. The reaction was quenched with ammoni... The reactants are CC[SiH](CC)CC, CC1(C)C(O)c2cc(C(F)(F)F)ccc2NC1c1cccc([N+](=O)[O-])c1, O=C(O)C(F)(F)F. Yields the product CC1(C)Cc2cc(C(F)(F)F)ccc2NC1c1cccc([N+](=O)[O-])c1. Reaction SMILES: [CH2:34]([SiH:35]([CH2:36][CH3:37])[CH2:38][CH3:39])[CH3:40].[CH3:1][C:2]1([CH3:26])[CH:3]([c:17]2[cH:18][c:19]([N+:23](=[O:24])[O-:25])[cH:20][cH:21][cH:22]2)[NH:4][c:5]2[cH:6][cH:7][c:8]([C:13]([F:14])([F:15])[F:16])[cH:9][c:10]2[CH:11]1[OH:12].[OH:27][C:28]([C:29]([F:30])([F:31])[F:32])=[O:33]>>[CH3:1][C:2]1([CH3:26])[CH:3]([c:17]2[cH:18][c:19]([N+:23](=[O:24])[O-:25])[cH:20][cH:21][cH:22]2)[NH:4][c:5]2[cH:6][cH:7][c:8]([C:13]([F:14])([F:15])[F:16])[cH:9][c:10]2[CH2:11]1. Starting materials: ClC1=CC=C(C(=O)NC=2SC=C(N2)CC(=O)N2CCN(CC2)CC(=O)O)C=C1 ((4-{2-[2-(4-chloro-benzoylamino)-thiazol-4-yl]-acetyl}-piperazin-1-yl)-acetic acid), N1[C@H](C(=O)N(C)C)CCC1 (H-Pro-NMe2). Product: CN(C(=O)[C@H]1N(CCC1)C(CN1CCN(CC1)C(CC=1N=C(SC1)NC(C1=CC=C(C=C1)Cl)=O)=O)=O)C ((S)-1-[2-(4-{2-[2-(4-chloro-benzoylamino)-thiazol-4-yl]-acetyl}-piperazin-1-yl)-acetyl]-pyrrolidine-2-carboxylic acid dimethylamide). Reaction SMILES: [Cl:1][C:2]1[CH:28]=[CH:27][C:5]([C:6]([NH:8][C:9]2[S:10][CH:11]=[C:12]([CH2:14][C:15]([N:17]3[CH2:22][CH2:21][N:20]([CH2:23][C:24](O)=[O:25])[CH2:19][CH2:18]3)=[O:16])[N:13]=2)=[O:7])=[CH:4][CH:3]=1.[NH:29]1[CH2:38][CH2:37][CH2:36][C@H:30]1[C:31]([N:33]([CH3:35])[CH3:34])=[O:32]>>[CH3:34][N:33]([CH3:35])[C:31]([C@@H:30]1[CH2:36][CH2:37][CH2:38][N:29]1[C:24](=[O:25])[CH2:23][N:20]1[CH2:21][CH2:22][N:17]([C:15](=[O:16])[CH2:14][C:12]2[N:13]=[C:9]([NH:8][C:6](=[O:7])[C:5]3[CH:27]=[CH:28][C:2]([Cl:1])=[CH:3][CH:4]=3)[S:10][CH:11]=2)[CH2:18][CH2:19]1)=[O:32]. Procedure details: In analogy to example 22.3, (4-{2-[2-(4-chloro-benzoylamino)-thiazol-4-yl]-acetyl}-piperazin-1-yl)-acetic acid (example 22.2) was coupled with H-Pro-NMe2, using general method C, to give (S)-1-[2-(4-{2-[2-(4-chloro-benzoylamino)-thiazol-4-yl]-acetyl}-piperazin-1-yl)-acetyl]-pyrrolidine-2-carboxylic acid dimethylamide. Off-white solid. MS 547.5 ([M+H]+) Reactants: C1CCNCC1, O=Cc1ccc(Cl)c(C(F)(F)F)c1, O=C(O)Cc1ccc([N+](=O)[O-])cc1. The product is O=[N+]([O-])c1ccc(C=Cc2ccc(Cl)c(C(F)(F)F)c2)cc1. As a reaction SMILES: [CH2:27]1[CH2:28][CH2:29][NH:30][CH2:31][CH2:32]1.[Cl:14][c:15]1[c:16]([C:23]([F:24])([F:25])[F:26])[cH:17][c:18]([CH:19]=[O:20])[cH:21][cH:22]1.[N+:1](=[O:2])([O-:3])[c:4]1[cH:5][cH:6][c:7]([CH2:10][C:11]([OH:12])=[O:13])[cH:8][cH:9]1>>[N+:1](=[O:2])([O-:3])[c:4]1[cH:5][cH:6][c:7]([CH:10]=[CH:11][c:18]2[cH:17][c:16]([C:23]([F:24])([F:25])[F:26])[c:15]([Cl:14])[cH:22][cH:21]2)[cH:8][cH:9]1. The reactants are Cl, Cl, Cl, NCCS, ClCc1csc(=NC2NCCN2)[nH]1. Yields the product NCCSCc1csc(=NC2NCCN2)[nH]1. As a reaction SMILES: [ClH:1].[ClH:20].[ClH:6].[NH2:2][CH2:3][CH2:4][SH:5].[NH:7]1[CH:8]([N:12]=[c:13]2[s:14][cH:15][c:16]([CH2:18][Cl:19])[nH:17]2)[NH:9][CH2:10][CH2:11]1>>[NH2:2][CH2:3][CH2:4][S:5][CH2:18][c:16]1[cH:15][s:14][c:13](=[N:12][CH:8]2[NH:7][CH2:11][CH2:10][NH:9]2)[nH:17]1. Starting materials: C1(CC1)C(=O)Cl (cyclopropanecarbonyl chloride), C(#N)C1=NN(C=C1I)C1=C(C=C(C=C1Cl)C(F)(F)F)Cl (3-cyano-1-(2,6-dichloro-4-trifluoromethylphenyl)-4-iodopyrazole), C(CCC)[Li] (n-butyllithium), solution, C(O)([O-])=O.[Na+] (sodium hydrogen carbonate). Run in hexanes, O1CCCC1 (tetrahydrofuran). The product is C(#N)C1=NN(C=C1C(=O)C1CC1)C1=C(C=C(C=C1Cl)C(F)(F)F)Cl (3-Cyano-4-cyclopropylcarbonyl-1-(2,6-dichloro-4-trifluoromethylphenyl)pyrazole). Reaction SMILES: [C:1]([C:3]1[C:7](I)=[CH:6][N:5]([C:9]2[C:14]([Cl:15])=[CH:13][C:12]([C:16]([F:19])([F:18])[F:17])=[CH:11][C:10]=2[Cl:20])[N:4]=1)#[N:2].C([Li])CCC.[CH:26]1([C:29](Cl)=[O:30])[CH2:28][CH2:27]1.C(=O)([O-])O.[Na+]>O1CCCC1>[C:1]([C:3]1[C:7]([C:29]([CH:26]2[CH2:28][CH2:27]2)=[O:30])=[CH:6][N:5]([C:9]2[C:14]([Cl:15])=[CH:13][C:12]([C:16]([F:19])([F:18])[F:17])=[CH:11][C:10]=2[Cl:20])[N:4]=1)#[N:2] |f:3.4|. Procedure: To a stirred solution of 3-cyano-1-(2,6-dichloro-4-trifluoromethylphenyl)-4-iodopyrazole (0.22 g) in tetrahydrofuran (5 ml) at -78° C. under an atmosphere of nitrogen was added, at such a rate that the temperature of the reaction mixture did not exceed -65° C., n-butyllithium (0.21 ml of a 2.5M solution in hexanes). After stirring for a further 5 minutes cyclopropanecarbonyl chloride (0.13 ml) was added and the mixture allowed to warm to room temperature. The reaction mixture was poured into sat... The reactants are COc1cc(Br)cc(C)c1N, CCOC(C)=O, CN1CCCC1=O, CCC(CC)c1ccc(Cl)c2nc(Cl)n(C)c12, O. Product: CCC(CC)c1ccc(Cl)c2nc(Nc3c(C)cc(Br)cc3OC)n(C)c12. RXN SMILES: [Br:18][c:19]1[cH:20][c:21]([O:27][CH3:28])[c:22]([NH2:23])[c:24]([CH3:26])[cH:25]1.[C:37]([O:38][CH2:39][CH3:40])(=[O:41])[CH3:42].[CH3:29][N:30]1[CH2:31][CH2:32][CH2:33][C:34]1=[O:35].[Cl:1][c:2]1[n:3][c:4]2[c:5]([n:6]1[CH3:7])[c:8]([CH:13]([CH2:14][CH3:15])[CH2:16][CH3:17])[cH:9][cH:10][c:11]2[Cl:12].[OH2:36]>>[c:2]1([NH:23][c:22]2[c:21]([O:27][CH3:28])[cH:20][c:19]([Br:18])[cH:25][c:24]2[CH3:26])[n:3][c:4]2[c:5]([n:6]1[CH3:7])[c:8]([CH:13]([CH2:14][CH3:15])[CH2:16][CH3:17])[cH:9][cH:10][c:11]2[Cl:12]. Reactants: O.O.O.C(C)(=O)[O-].[Na+] (sodium acetate trihydrate), CC(C(=O)C1=CN(C2=NC=C(N=C21)N(C2=CC=CC=C2)C)COCC[Si](C)(C)C)(C)C (2,2-dimethyl-1-[2-(methyl-phenyl-amino)-5-(2-trimethylsilanyl-ethoxymethyl)-5H-pyrrolo[2,3-b]pyrazin-7-yl]-propan-1-one). Solvent: ClCCl (dichloromethane), FC(C(=O)O)(F)F (trifluoroacetic acid). Conditions: time 15 hour. The product is EtOAc hexanes, CC(C(=O)C1=CNC2=NC=C(N=C21)N(C2=CC=CC=C2)C)(C)C (2,2-dimethyl-1-[2-(methyl-phenyl-amino)-5H-pyrrolo[2,3-b]pyrazin-7-yl]-propan-1-one). Isolated yield 60.8%. Reaction SMILES: [CH3:1][C:2]([CH3:31])([CH3:30])[C:3]([C:5]1[C:13]2[C:8](=[N:9][CH:10]=[C:11]([N:14]([CH3:21])[C:15]3[CH:20]=[CH:19][CH:18]=[CH:17][CH:16]=3)[N:12]=2)[N:7](COCC[Si](C)(C)C)[CH:6]=1)=[O:4].O.O.O.C([O-])(=O)C.[Na+]>ClCCl.FC(F)(F)C(O)=O>[CH3:1][C:2]([CH3:31])([CH3:30])[C:3]([C:5]1[C:13]2[C:8](=[N:9][CH:10]=[C:11]([N:14]([CH3:21])[C:15]3[CH:20]=[CH:19][CH:18]=[CH:17][CH:16]=3)[N:12]=2)[NH:7][CH:6]=1)=[O:4] |f:1.2.3.4.5|. Procedure details: A solution of 2,2-dimethyl-1-[2-(methyl-phenyl-amino)-5-(2-trimethylsilanyl-ethoxymethyl)-5H-pyrrolo[2,3-b]pyrazin-7-yl]-propan-1-one (0.021 g, 0.048 mmol) in 1 mL of dichloromethane and 1 mL of trifluoroacetic acid was stirred for 1 h, then concentrated. The residue was dissolved in 0.5 mL of ethanol and treated with sodium acetate trihydrate (0.065 g, 0.48 mmol). The mixture was stirred for 15 h, then concentrated to a residue. Column chromatography (50→100% EtOAc/hexanes) afforded 0.009 g (61... Reactants: C(CCCC)N (n-pentylamine), C(C)N1CCOCC1 (N-ethylmorpholine), ClC(=O)OCC(C)C (isobutyl chloroformate), C(C1=CC=CC=C1)OC(=O)N[C@@H](C)C(=O)N1[C@H](C(=O)O)CCC1 (N-benzyloxycarbonyl-L-alanyl-L-proline). Solvent: O1CCCC1 (tetrahydrofuran). Conditions: temperature -10 celsius, time 20 minute. Product: C(CCCC)NC([C@H]1N(CCC1)C([C@@H](NC(=O)OCC1=CC=CC=C1)C)=O)=O (N-Benzyloxycarbonyl-L-alanyl-L-proline n-pentylamide). As a reaction SMILES: [CH2:1]([O:8][C:9]([NH:11][C@H:12]([C:14]([N:16]1[CH2:23][CH2:22][CH2:21][C@H:17]1[C:18]([OH:20])=O)=[O:15])[CH3:13])=[O:10])[C:2]1[CH:7]=[CH:6][CH:5]=[CH:4][CH:3]=1.C(N1CCOCC1)C.ClC(OCC(C)C)=O.[CH2:40]([NH2:45])[CH2:41][CH2:42][CH2:43][CH3:44]>O1CCCC1>[CH2:40]([NH:45][C:18](=[O:20])[C@@H:17]1[CH2:21][CH2:22][CH2:23][N:16]1[C:14](=[O:15])[C@H:12]([CH3:13])[NH:11][C:9]([O:8][CH2:1][C:2]1[CH:3]=[CH:4][CH:5]=[CH:6][CH:7]=1)=[O:10])[CH2:41][CH2:42][CH2:43][CH3:44]. Procedure details: 2 g (0.06 mol) of N-benzyloxycarbonyl-L-alanyl-L-proline were dissolved in 20 ml of dry tetrahydrofuran and the solution was cooled to -10° C. 0.76 ml (0.06 mol) of N-ethylmorpholine and 0.79 ml (0.006 mol) of isobutyl chloroformate were added and the resulting mixture was stirred at -10° C. for 20 minutes. 0.69 ml (0.006 mol) of n-pentylamine was then added and the resulting solution was stirred at -20° C. for 1 hour and then left to stand at room temperature overnight. The solution was then ev...